From a dataset of the Open Reaction Database (ORD), a public repository of structured organic reaction records. describe an organic reaction: reactants, conditions, products, and yield Starting materials: Brc1cccc(Br)c1, [Na+], [Na+], O=C([O-])[O-], CN(C)C=O, OB(O)c1ccc(F)cc1. Yields the product Fc1ccc(-c2cccc(Br)c2)cc1. RXN SMILES: [Br:1][c:2]1[cH:3][cH:4][cH:5][c:6]([Br:7])[cH:8]1.[Na+:19].[Na+:20].[O-:21][C:22](=[O:23])[O-:24].[O:25]=[CH:26][N:27]([CH3:28])[CH3:29].[OH:9][B:10]([OH:11])[c:12]1[cH:13][cH:14][c:15]([F:16])[cH:17][cH:18]1>>[c:2]1(-[c:12]2[cH:13][cH:14][c:15]([F:16])[cH:17][cH:18]2)[cH:3][cH:4][cH:5][c:6]([Br:7])[cH:8]1. Product: C(=O)C1=CC(=C(OCC2CO2)C=C1)OC (1-(4-formyl-2-methoxyphenoxy)-2,3-epoxypropane). Run at time 4 hour. Starting materials: O=CC1=CC(OC)=C(O)C=C1 (vanillin), C(Cl)C1CO1 (epichlorohydrin), Cl.N1CCCCC1 (piperidine hydrochloride). Reaction SMILES: [O:1]=[CH:2][C:3]1[CH:11]=[CH:10][C:8]([OH:9])=[C:5]([O:6][CH3:7])[CH:4]=1.[CH2:12]([CH:14]1[O:16][CH2:15]1)Cl.Cl.N1CCCCC1>>[CH:2]([C:3]1[CH:11]=[CH:10][C:8]([O:9][CH2:12][CH:14]2[O:16][CH2:15]2)=[C:5]([O:6][CH3:7])[CH:4]=1)=[O:1] |f:2.3|. Procedure details: A mixture of 50 g. of vanillin, 77 ml. of epichlorohydrin and 0.33 g. of piperidine hydrochloride is heated at 95°-100°C. for 4 hours. The excess epichlorohydrin is removed by evaporation under reduced pressure and the residue is distilled at 178°-183°C./0.6-0.7 mm. The distilled product is stirred rapidly with 400 ml. of aqueous N-sodium hydroxide solution for 4 hours, and the solid is extracted from the mixture with 400 ml. of chloroform. The chloroform solution is dried and evaporated to dryn... Reactants: ClC1=NC=CC(=N1)C=1C(=NN2N(CCCC21)C(=O)OCC2=CC=CC=C2)C2=CC=C(C=C2)F (phenylmethyl 3-(2-chloro-4-pyrimidinyl)-2-(4-fluorophenyl)-5,6-dihydropyrazolo[1,5-b]pyridazine-7(4H)-carboxylate), ClC1=NC=CC(=N1)C=1C(=NN2N(CCCC21)C(=O)OCC2=CC=CC=C2)C2=CC=C(C=C2)F (phenylmethyl 3-(2-chloro-4-pyrimidinyl)-2-(4-fluorophenyl)-5,6-dihydropyrazolo[1,5-b]pyridazine-7(4H)-carboxylate), C1(CC1)N (cyclopropylamine). The solvent is C(Cl)(Cl)Cl (chloroform), O (water). Reaction conditions: time 5 minute. Yields the product C1(CC1)NC1=NC=CC(=N1)C=1C(=NN2N(CCCC21)C(=O)OCC2=CC=CC=C2)C2=CC=C(C=C2)F (phenylmethyl 3-[2-(cyclopropylamino)-4-pyrimidinyl]-2-(4-fluorophenyl)-5,6-dihydropyrazolo[1,5-b]pyridazine-7(4H)-carboxylate). As a reaction SMILES: Cl[C:2]1[N:7]=[C:6]([C:8]2[C:9]([C:27]3[CH:32]=[CH:31][C:30]([F:33])=[CH:29][CH:28]=3)=[N:10][N:11]3[C:16]=2[CH2:15][CH2:14][CH2:13][N:12]3[C:17]([O:19][CH2:20][C:21]2[CH:26]=[CH:25][CH:24]=[CH:23][CH:22]=2)=[O:18])[CH:5]=[CH:4][N:3]=1.[CH:34]1([NH2:37])[CH2:36][CH2:35]1>C(Cl)(Cl)Cl.O>[CH:34]1([NH:37][C:2]2[N:7]=[C:6]([C:8]3[C:9]([C:27]4[CH:32]=[CH:31][C:30]([F:33])=[CH:29][CH:28]=4)=[N:10][N:11]4[C:16]=3[CH2:15][CH2:14][CH2:13][N:12]4[C:17]([O:19][CH2:20][C:21]3[CH:26]=[CH:25][CH:24]=[CH:23][CH:22]=3)=[O:18])[CH:5]=[CH:4][N:3]=2)[CH2:36][CH2:35]1. Procedure details: A solution of the phenylmethyl 3-(2-chloro-4-pyrimidinyl)-2-(4-fluorophenyl)-5,6-dihydropyrazolo[1,5-b]pyridazine-7(4H)-carboxylate (i.e. the product of Step C) (464 mg, 1.0 mmol) and cyclopropylamine (1.3 mL, 18.5 mmol) in chloroform (3 mL) was heated at 120° C. in a sealed tube under microwave irradiation for 1 h and then at 160° C. for 5 minutes. The reaction mixture was diluted with water and extracted with dichloromethane. The combined organic layers were dried over sodium sulfate, filtered... The reactants are ClC=1C=C(C=CC1NC(CC1=CC2=CC=CC=C2C=C1)(C)C)NC(CC(C)=O)=O (N-(3-chloro-4-((2-methyl-1-(naphthalen-2-yl)propan-2-yl)amino) phenyl)-3-oxobutanamide), N (ammonia). Run in CO (MeOH). Run at time 8 hour. Product: N\C(=C/C(=O)NC1=CC(=C(C=C1)NC(CC1=CC2=CC=CC=C2C=C1)(C)C)Cl)\C ((Z)-3-amino-N-(3-chloro-4-((2-methyl-1-(naphthalen-2-yl)propan-2-yl)amino)phenyl)but-2-enamide). Reaction SMILES: [Cl:1][C:2]1[CH:3]=[C:4]([NH:23][C:24](=[O:29])[CH2:25][C:26](=O)[CH3:27])[CH:5]=[CH:6][C:7]=1[NH:8][C:9]([CH3:22])([CH3:21])[CH2:10][C:11]1[CH:20]=[CH:19][C:18]2[C:13](=[CH:14][CH:15]=[CH:16][CH:17]=2)[CH:12]=1.[NH3:30]>CO>[NH2:30]/[C:26](/[CH3:27])=[CH:25]\[C:24]([NH:23][C:4]1[CH:5]=[CH:6][C:7]([NH:8][C:9]([CH3:21])([CH3:22])[CH2:10][C:11]2[CH:20]=[CH:19][C:18]3[C:17](=[CH:16][CH:15]=[CH:14][CH:13]=3)[CH:12]=2)=[C:2]([Cl:1])[CH:3]=1)=[O:29]. Reported procedure: A mixture of N-(3-chloro-4-((2-methyl-1-(naphthalen-2-yl)propan-2-yl)amino) phenyl)-3-oxobutanamide (2.0 g, 4.89 mmol), MeOH (15 mL) and ammonia (15 mL) was stirred at rt overnight. The mixture was then concentrated in vacuo to give the title compound, which was used for next step without further purification. The reactants are OC1=C(C2=C(CCO2)C=C1)O (6,7-dihydroxy-2,3,-dihydrobenzofuran), C(C(O)CC(=O)O)(=O)O (malic acid). Product: C1COC2=C1C=C3C=CC(=O)OC3=C2O (2,3-dihydroxanthotoxol). RXN SMILES: [OH:1][C:2]1[CH:10]=[CH:9][C:5]2[CH2:6][CH2:7][O:8][C:4]=2[C:3]=1[OH:11].C(O)(=O)[CH:13]([CH2:15][C:16](O)=O)[OH:14]>>[CH2:6]1[C:5]2[CH:9]=[C:10]3[C:2](=[C:3]([OH:11])[C:4]=2[O:8][CH2:7]1)[O:1][C:13](=[O:14])[CH:15]=[CH:16]3. Procedure details: reacting 6,7-dihydroxy-2,3,-dihydrobenzofuran with malic acid to form 2,3-dihydroxanthotoxol, Conditions: temperature 100 celsius. Isolated yield 32.4%. The reagents and catalysts are C1=CC=C(C=C1)P([C-]2C=CC=C2)C3=CC=CC=C3.C1=CC=C(C=C1)P([C-]2C=CC=C2)C3=CC=CC=C3.Cl[Pd]Cl.[Fe+2] (PdCl2(dppf)). Reaction SMILES: Br[C:2]1[CH:3]=[C:4]([CH2:9][N:10]([CH2:19][C:20]2[C:21]([NH:33][CH:34]3[CH2:39][CH2:38][O:37][CH2:36][CH2:35]3)=[C:22]3[CH:30]=[N:29][N:28]([CH2:31][CH3:32])[C:23]3=[N:24][C:25]=2[CH2:26][CH3:27])[C:11]([C:13]2([C:16]([NH2:18])=[O:17])[CH2:15][CH2:14]2)=[O:12])[CH:5]=[CH:6][C:7]=1[CH3:8].[CH3:40][N:41]1[CH2:46][CH2:45][CH:44]([CH2:47][C:48]2[CH:53]=[CH:52][CH:51]=[C:50](B3OC(C)(C)C(C)(C)O3)[CH:49]=2)[CH2:43][CH2:42]1.C([O-])([O-])=O.[Na+].[Na+]>O1CCOCC1.O.C1C=CC(P(C2C=CC=CC=2)[C-]2C=CC=C2)=CC=1.C1C=CC(P(C2C=CC=CC=2)[C-]2C=CC=C2)=CC=1.Cl[Pd]Cl.[Fe+2]>[CH2:31]([N:28]1[C:23]2=[N:24][C:25]([CH2:26][CH3:27])=[C:20]([CH2:19][N:10]([CH2:9][C:4]3[CH:3]=[C:2]([C:52]4[CH:51]=[CH:50][CH:49]=[C:48]([CH2:47][CH:44]5[CH2:45][CH2:46][N:41]([CH3:40])[CH2:42][CH2:43]5)[CH:53]=4)[C:7]([CH3:8])=[CH:6][CH:5]=3)[C:11]([C:13]3([C:16]([NH2:18])=[O:17])[CH2:15][CH2:14]3)=[O:12])[C:21]([NH:33][CH:34]3[CH2:39][CH2:38][O:37][CH2:36][CH2:35]3)=[C:22]2[CH:30]=[N:29]1)[CH3:32] |f:2.3.4,7.8.9.10|. Product: C(C)N1N=CC=2C1=NC(=C(C2NC2CCOCC2)CN(C(=O)C2(CC2)C(=O)N)CC=2C=C(C(=CC2)C)C2=CC(=CC=C2)CC2CCN(CC2)C)CC (N1-{[1,6-diethyl-4-(tetrahydro-2H-pyran-4-ylamino)-1H-pyrazolo[3,4-b]pyridin-5-yl]methyl}-N1-({6-methyl-3′-[(1-methyl-4-piperidinyl)methyl]-3-biphenylyl}methyl)-1,1-cyclopropanedicarboxamide). Starting materials: BrC=1C=C(C=CC1C)CN(C(=O)C1(CC1)C(=O)N)CC=1C(=C2C(=NC1CC)N(N=C2)CC)NC2CCOCC2 (N1-[(3-bromo-4-methylphenyl)methyl]-N1-{[1,6-diethyl-4-(tetrahydro-2H-pyran-4-ylamino)-1H-pyrazolo[3,4-b]pyridin-5-yl]methyl}-1,1-cyclopropanedicarboxamide), CN1CCC(CC1)CC1=CC(=CC=C1)B1OC(C(O1)(C)C)(C)C (1-methyl-4-{[3-(4,4,5,5-tetramethyl-1,3,2-dioxaborolan-2-yl)phenyl]methyl}piperidine), C(=O)([O-])[O-].[Na+].[Na+] (Na2CO3). Reported procedure: A mixture of N1-[(3-bromo-4-methylphenyl)methyl]-N1-{[1,6-diethyl-4-(tetrahydro-2H-pyran-4-ylamino)-1H-pyrazolo[3,4-b]pyridin-5-yl]methyl}-1,1-cyclopropanedicarboxamide (35 mg, 0.059 mmol), 1-methyl-4-{[3-(4,4,5,5-tetramethyl-1,3,2-dioxaborolan-2-yl)phenyl]methyl}piperidine (23.51 mg, 0.059 mmol), Na2CO3 (18.62 mg, 0.176 mmol) and PdCl2(dppf) (4.29 mg, 5.86 μmol) was diluted in a mixture of 1,4-dioxane (3 mL) and water (1 mL) in a 2-5 mL Biotage microwave reaction tube. The mixture was degassed ... The solvent is O1CCOCC1 (1,4-dioxane), O (water). As a reaction SMILES: [Br:16][c:17]1[cH:18][cH:19][c:20]([CH:23]([CH3:24])[NH2:25])[cH:21][cH:22]1.[Br:26][c:27]1[cH:28][cH:29][c:30]([CH2:31][NH2:32])[cH:33][cH:34]1.[cH:1]1[n:2][cH:3][cH:4][c:5]2[c:6]([CH2:11][C:12]([O:14][CH3:13])=[O:15])[cH:7][cH:8][cH:9][c:10]12>>[cH:1]1[n:2][cH:3][cH:4][c:5]2[c:6]([CH2:11][C:12](=[O:14])[NH:25][CH:23]([c:20]3[cH:19][cH:18][c:17]([Br:16])[cH:22][cH:21]3)[CH3:24])[cH:7][cH:8][cH:9][c:10]12. Product: CC(NC(=O)Cc1cccc2cnccc12)c1ccc(Br)cc1. The reactants are CC(N)c1ccc(Br)cc1, NCc1ccc(Br)cc1, COC(=O)Cc1cccc2cnccc12.